Dataset: the Open Reaction Database (ORD), a public repository of structured organic reaction records. Task: describe an organic reaction: reactants, conditions, products, and yield Reactants: COC1(C2OC2C(C=C1NC(OC(C)(C)C)=O)=O)OC (tert-butyl 2,2-dimethoxy-5-oxo-7-oxabicyclo[4.1.0]hept-3-en-3-ylcarbamate), FC(C(=O)O)(F)F (trifluoroacetic acid). The solvent is ClCCl (dichloromethane). Run at time 3 hour. The product is NC1=CC(C2OC2C1(OC)OC)=O (4-amino-5,5-dimethoxy-7-oxabicyclo[4.1.0]hept-3-en-2-one). Reaction SMILES: [CH3:1][O:2][C:3]1([O:19][CH3:20])[C:9]([NH:10]C(=O)OC(C)(C)C)=[CH:8][C:7](=[O:18])[CH:6]2[CH:4]1[O:5]2.FC(F)(F)C(O)=O>ClCCl>[NH2:10][C:9]1[C:3]([O:2][CH3:1])([O:19][CH3:20])[CH:4]2[CH:6]([O:5]2)[C:7](=[O:18])[CH:8]=1. Procedure: A solution of compound 4 (300 mg, 1.1 mmol) in anhydrous dichloromethane (6 mL) was stirred in an ice bath under an inert nitrogen atmosphere. To this solution was added trifluoroacetic acid (1.5 mL) drop-wise and the solution was brought to room temperature, stirring 3 hours. After judging complete by thin layer chromatography, the solvents were evaporated and the residue was dissolved in ethyl acetate. Solid sodium bicarbonate (2 g) was carefully added and the solution was stirred 10 minutes. ...